The task is: describe an organic reaction: reactants, conditions, products, and yield. This data is from the Open Reaction Database (ORD), a public repository of structured organic reaction records. Starting materials: ClC1=CC2=C(OCC3=C(N(C2)C(C)=O)C=CC=C3)C=C1 (1-(2-Chloro-6H,12H-5-oxa-11-aza-dibenzo[a,e]cycloocten-11-yl)-ethanone), C1(=CC=CC=C1)OB=O (phenylboranic acid), C(C)(C)(C)P(C(C)(C)C)C(C)(C)C (tri-t-butyl phosphine), C(C)(C)(C)P(C(C)(C)C)C(C)(C)C (tri-t-butyl phosphine), Example 348D, [F-].[K+] (KF), C(C)(C)(C)P(C(C)(C)C)C(C)(C)C (tri-t-butyl phosphine). Reagents/catalysts: C=1C=CC(=CC1)/C=C/C(=O)/C=C/C2=CC=CC=C2.C=1C=CC(=CC1)/C=C/C(=O)/C=C/C2=CC=CC=C2.C=1C=CC(=CC1)/C=C/C(=O)/C=C/C2=CC=CC=C2.[Pd].[Pd] (Pd2 (dba)3), C=1C=CC(=CC1)/C=C/C(=O)/C=C/C2=CC=CC=C2.C=1C=CC(=CC1)/C=C/C(=O)/C=C/C2=CC=CC=C2.C=1C=CC(=CC1)/C=C/C(=O)/C=C/C2=CC=CC=C2.[Pd].[Pd] (Pd2(dba)3), C=1C=CC(=CC1)/C=C/C(=O)/C=C/C2=CC=CC=C2.C=1C=CC(=CC1)/C=C/C(=O)/C=C/C2=CC=CC=C2.C=1C=CC(=CC1)/C=C/C(=O)/C=C/C2=CC=CC=C2.[Pd].[Pd] (Pd2 (dba)3). Solvent: O1CCOCC1 (dioxane). Conditions: temperature 80 celsius. Yields the product C1(=CC=CC=C1)C1=CC2=C(OCC3=C(N(C2)C(C)=O)C=CC=C3)C=C1 (1-(2-Phenyl-6H,12H-5-oxa-11-aza-dibenzo[a,e]cycloocten-11-yl)-ethanone). RXN SMILES: Cl[C:2]1[CH:20]=[CH:19][C:5]2[O:6][CH2:7][C:8]3[CH:18]=[CH:17][CH:16]=[CH:15][C:9]=3[N:10]([C:12](=[O:14])[CH3:13])[CH2:11][C:4]=2[CH:3]=1.[F-].[K+].[C:23]1(OB=O)[CH:28]=[CH:27][CH:26]=[CH:25][CH:24]=1.C(P(C(C)(C)C)C(C)(C)C)(C)(C)C>O1CCOCC1.C1C=CC(/C=C/C(/C=C/C2C=CC=CC=2)=O)=CC=1.C1C=CC(/C=C/C(/C=C/C2C=CC=CC=2)=O)=CC=1.C1C=CC(/C=C/C(/C=C/C2C=CC=CC=2)=O)=CC=1.[Pd].[Pd]>[C:23]1([C:2]2[CH:20]=[CH:19][C:5]3[O:6][CH2:7][C:8]4[CH:18]=[CH:17][CH:16]=[CH:15][C:9]=4[N:10]([C:12](=[O:14])[CH3:13])[CH2:11][C:4]=3[CH:3]=2)[CH:28]=[CH:27][CH:26]=[CH:25][CH:24]=1 |f:1.2,6.7.8.9.10|. Procedure details: To a stirred mixture of 1-(2-Chloro-6H,12H-5-oxa-11-aza-dibenzo[a,e]cycloocten-11-yl)-ethanone Example 348D (21.5 mg, 74.7 umol), KF (14.3 mg, 0.25 mmol), phenylboranic acid (10.0 mg, 82.2 umol) and tri-t-butyl phosphine (4.54 mg, 22.4 umol) in dioxane (0.40 mL) under argon was added Pd2(dba)3 (6.84 mg, 7.47 umol). This mixture was heated at 80° C. for 19 hours and cooled to room temperature. To this cooled mixture under argon was added more Pd2 (dba)3 and tri-t-butyl phosphine. This mixture was... Reactants: ClCC1CO1, [Na+], C1COCCO1, [OH-], Oc1cccc2nsnc12. The product is c1cc(OCC2CO2)c2nsnc2c1. As a reaction SMILES: [Cl:11][CH2:12][CH:13]1[CH2:14][O:15]1.[Na+:17].[O:18]1[CH2:19][CH2:20][O:21][CH2:22][CH2:23]1.[OH-:16].[OH:1][c:2]1[cH:3][cH:4][cH:5][c:6]2[n:7][s:8][n:9][c:10]12>>[O:1]([c:2]1[cH:3][cH:4][cH:5][c:6]2[n:7][s:8][n:9][c:10]12)[CH2:12][CH:13]1[CH2:14][O:15]1. Reactants: NO (hydroxylamine), C(C#CC)OC1=CC=C(C=C1)S(=O)(=O)NCCC(=O)O (N-{[4-(2-butynyloxy)phenyl]sulfonyl}-beta-alanine), ON1N=NC2=C1C=CC=C2 (1-hydroxybenzotriazole), CN(CCCN=C=NCC)C (1-(3-dimethylaminopropyl)-3-ethylcarbodiimide). Run in O (water), CN(C=O)C (dimethylformamide). Conditions: time 8 hour. Product: C(C#CC)OC1=CC=C(C=C1)S(=O)(=O)NCCC(=O)NO (3-({[4-(2-butynyloxy)phenyl]sulfonyl}amino)-N-hydroxypropanamide). Yield: 35.7%. As a reaction SMILES: [CH2:1]([O:5][C:6]1[CH:11]=[CH:10][C:9]([S:12]([NH:15][CH2:16][CH2:17][C:18]([OH:20])=O)(=[O:14])=[O:13])=[CH:8][CH:7]=1)[C:2]#[C:3][CH3:4].[OH:21][N:22]1C2C=CC=CC=2N=N1.CN(C)CCCN=C=NCC.NO>CN(C)C=O.O>[CH2:1]([O:5][C:6]1[CH:11]=[CH:10][C:9]([S:12]([NH:15][CH2:16][CH2:17][C:18]([NH:22][OH:21])=[O:20])(=[O:14])=[O:13])=[CH:8][CH:7]=1)[C:2]#[C:3][CH3:4]. Reported procedure: To N-{[4-(2-butynyloxy)phenyl]sulfonyl}-beta-alanine (0.80 g, 2.69 mmol) in dimethylformamide (5 mL) was added 1-hydroxybenzotriazole (0.436 g, 3.23 mmol), and 1-(3-dimethylaminopropyl)-3-ethylcarbodiimide (0.67 g, 3.5 mmol). After one hour 50% hydroxylamine in water (1.3 mL) was added. The reaction mixture was stirred overnight and concentrated in vacuo. Ethyl acetate was added and the organic phase washed with water (2×) and brine then dried over anhydrous sodium sulfate. Filtration and concen... Reactants: CCOC(=O)C=C1CCP(c2ccccc2)C1(c1ccccc1)c1ccccc1, CCCCCC, O=C(O)c1ccccc1, O=CC=C(c1ccccc1)c1ccccc1, c1ccccc1. Yields the product CCOC(=O)C=CC=C(c1ccccc1)c1ccccc1. RXN SMILES: [C:17](=[O:18])([O:19][CH2:20][CH3:21])[CH:22]=[C:23]1[CH2:24][CH2:25][P:26]([c:27]2[cH:28][cH:29][cH:30][cH:31][cH:32]2)[C:33]1([c:34]1[cH:35][cH:36][cH:37][cH:38][cH:39]1)[c:40]1[cH:41][cH:42][cH:43][cH:44][cH:45]1.[CH3:61][CH2:62][CH2:63][CH2:64][CH2:65][CH3:66].[OH:46][C:47]([c:48]1[cH:49][cH:50][cH:51][cH:52][cH:53]1)=[O:54].[c:1]1([C:7](=[CH:8][CH:9]=[O:10])[c:11]2[cH:12][cH:13][cH:14][cH:15][cH:16]2)[cH:2][cH:3][cH:4][cH:5][cH:6]1.[cH:55]1[cH:56][cH:57][cH:58][cH:59][cH:60]1>>[c:1]1([C:7](=[CH:8][CH:9]=[CH:22][C:17](=[O:18])[O:19][CH2:20][CH3:21])[c:11]2[cH:12][cH:13][cH:14][cH:15][cH:16]2)[cH:2][cH:3][cH:4][cH:5][cH:6]1. Reactants: C(=O)OCC(=O)OC(C)(CCC(C)(C)OC(COC=O)=O)C (2,5-Dimethylhexane-2,5-diyl bis(2-(formyloxy)acetate)). Solvent: C([O-])(O)=O.[Na+] (sodium bicarbonate). Run at time 3 day. The product is OCC(=O)OC(C)(CCC(C)(C)OC(CO)=O)C (2,5-Dimethylhexane-2,5-diyl bis(2-hydroxyacetate)). RXN SMILES: C([O:3][CH2:4][C:5]([O:7][C:8]([CH3:22])([CH2:10][CH2:11][C:12]([O:15][C:16](=[O:21])[CH2:17][O:18]C=O)([CH3:14])[CH3:13])[CH3:9])=[O:6])=O>C(=O)(O)[O-].[Na+]>[OH:3][CH2:4][C:5]([O:7][C:8]([CH3:22])([CH2:10][CH2:11][C:12]([O:15][C:16](=[O:21])[CH2:17][OH:18])([CH3:13])[CH3:14])[CH3:9])=[O:6] |f:1.2|. Procedure: [see Kodadeck et. al. J. Am. Chem. Soc. (2004), 126(13), 4088-4089.] The crude product (68) was combined with aqueous sodium bicarbonate solution (20 mL, 0.75 N) and stirred for 3 days. The compound was then removed from the aqueous phase using continuous distillation in ether overnight. The organic phase was then evaporated to get a white solid. (0.032 g) 1H NMR (400 MHz, CDCl3): δ 1.36 (s, 12H), 1.84 (s, 4H), 3.41 (b, 2H), 4.00 (s, 4H). Starting materials: ClC1=CC(=C(C=C1)O)C(C1=C(C=CC=C1)C(F)(F)F)=O (4-chloro-2-(2-trifluoromethylbenzoyl)phenol), BrC1=C(C=CC(=C1)Cl)OCOCCOC (2-bromo-4-chloro-(2-methoxyethoxy)methoxybenzene), FC(C1=C(C=O)C=CC=C1)(F)F (ortho-(trifluoromethyl)benzaldehyde). Yields the product ClC=1C=CC2=C(C(=C(O2)C(=O)O)C2=C(C=CC=C2)C(F)(F)F)C1 (5-Chloro-3-(2-trifluoromethylphenyl)benzofuran-2-carboxylic acid). Reaction SMILES: [Cl:1][C:2]1[CH:7]=[CH:6][C:5]([OH:8])=[C:4]([C:9](=O)[C:10]2[CH:15]=[CH:14][CH:13]=[CH:12][C:11]=2[C:16]([F:19])([F:18])[F:17])[CH:3]=1.BrC1C=C(Cl)C=CC=1OCO[CH2:32][CH2:33][O:34]C.FC(F)(F)C1C=CC=CC=1C=[O:41]>>[Cl:1][C:2]1[CH:7]=[CH:6][C:5]2[O:8][C:32]([C:33]([OH:34])=[O:41])=[C:9]([C:10]3[CH:15]=[CH:14][CH:13]=[CH:12][C:11]=3[C:16]([F:19])([F:18])[F:17])[C:4]=2[CH:3]=1. Reported procedure: Using 4-chloro-2-(2-trifluoromethylbenzoyl)phenol [prepared from 2-bromo-4-chloro-(2-methoxyethoxy)methoxybenzene and ortho-(trifluoromethyl)benzaldehyde as the starting materials: m.p. 71-72° C. (recrystallized from hexane-isopropyl ether)] in place of 4-chloro-2-benzoylphenol in Reference Example 1, substantially the same reations as in Step 1 to Step 3 of Reference Example 1 were conducted to give the title compound. The compounds obtained in the respective steps and their physico-chemical da... The reactants are solution, [H-].[H-].[H-].[H-].[Li+].[Al+3] (LiAlH4), C1=CC=CC=2C3=CC=CC=C3C(C12)CC#N ((9H-fluoren-9-yl)-acetonitrile), [Na] (sodium), C(=O)([O-])C(O)C(O)C(=O)[O-].[K+].[K+] (potassium tartrate). Solvent: C1CCOC1 (THF), C1CCOC1 (THF), C1CCOC1 (THF). Reaction conditions: temperature -78 celsius, time 5 hour. The product is C1=CC=CC=2C3=CC=CC=C3C(C12)CCN (2-(9H-fluoren-9-yl)-ethylamine). Reaction SMILES: [H-].[H-].[H-].[H-].[Li+].[Al+3].[CH:7]1[C:19]2[CH:18]([CH2:20][C:21]#[N:22])[C:17]3[C:12](=[CH:13][CH:14]=[CH:15][CH:16]=3)[C:11]=2[CH:10]=[CH:9][CH:8]=1.[Na].C(C(C(C([O-])=O)O)O)([O-])=O.[K+].[K+]>C1COCC1>[CH:7]1[C:19]2[CH:18]([CH2:20][CH2:21][NH2:22])[C:17]3[C:12](=[CH:13][CH:14]=[CH:15][CH:16]=3)[C:11]=2[CH:10]=[CH:9][CH:8]=1 |f:0.1.2.3.4.5,8.9.10,^1:22|. Procedure details: 6.3 mL (6.3 mmol, 2.7 eq) of a 1 M solution of LiAlH4 in THF were dissolved in 20 mL of THF in a 250 mL flask under argon. The reaction medium was cooled to −78° C. and 478 mg (2.3 mmol, 1 eq) of (9H-fluoren-9-yl)-acetonitrile in solution in 20 mL of THF were added dropwise. The temperature was allowed to rise progressively to ambient temperature. Stirring was continued for 5 hours, then the medium was hydrolysed at 0° C. by addition of 30 mL of a sodium and potassium tartrate solution. The THF ... The reactants are COc1cc(CNC(=O)CCCCC=CC(C)C)ccc1O, CC(C)=O, COC(=O)C(C)Cl, [I-], [K+], [K+], [Na+], O=C([O-])[O-]. The product is COC(=O)C(C)Oc1ccc(CNC(=O)CCCCC=CC(C)C)cc1OC. As a reaction SMILES: [CH3:1][O:2][c:3]1[cH:4][c:5]([CH2:6][NH:7][C:8](=[O:9])[CH2:10][CH2:11][CH2:12][CH2:13][CH:14]=[CH:15][CH:16]([CH3:17])[CH3:18])[cH:19][cH:20][c:21]1[OH:22].[CH3:38][C:39](=[O:40])[CH3:41].[Cl:31][CH:32]([C:33](=[O:34])[O:35][CH3:36])[CH3:37].[I-:30].[K+:23].[K+:24].[Na+:29].[O-:25][C:26]([O-:27])=[O:28]>>[CH3:1][O:2][c:3]1[cH:4][c:5]([CH2:6][NH:7][C:8](=[O:9])[CH2:10][CH2:11][CH2:12][CH2:13][CH:14]=[CH:15][CH:16]([CH3:17])[CH3:18])[cH:19][cH:20][c:21]1[O:22][CH:32]([C:33](=[O:34])[O:35][CH3:36])[CH3:37]. The reactants are C1CCOC1, CC(C)[N-]C(C)C, Fc1ccc(Cl)c(Oc2cc(Cl)cc(Br)c2)c1, [Li+], CN(C)C=O. Yields the product O=Cc1c(F)ccc(Cl)c1Oc1cc(Cl)cc(Br)c1. As a reaction SMILES: [CH2:31]1[O:32][CH2:33][CH2:34][CH2:35]1.[CH:18]([N-:19][CH:20]([CH3:21])[CH3:22])([CH3:23])[CH3:24].[Cl:1][c:2]1[c:3]([O:9][c:10]2[cH:11][c:12]([Br:17])[cH:13][c:14]([Cl:16])[cH:15]2)[cH:4][c:5]([F:8])[cH:6][cH:7]1.[Li+:25].[O:26]=[CH:27][N:28]([CH3:29])[CH3:30]>>[Cl:1][c:2]1[c:3]([O:9][c:10]2[cH:11][c:12]([Br:17])[cH:13][c:14]([Cl:16])[cH:15]2)[c:4]([CH:27]=[O:26])[c:5]([F:8])[cH:6][cH:7]1.